Task: describe an organic reaction: reactants, conditions, products, and yield. Dataset: the Open Reaction Database (ORD), a public repository of structured organic reaction records Starting materials: COc1ccc(C2=NN(C3CCNCC3)C(=O)C2(C)C)cc1OC, COc1ccc(C(=O)O)c(OC)n1. Product: COc1ccc(C(=O)N2CCC(N3N=C(c4ccc(OC)c(OC)c4)C(C)(C)C3=O)CC2)c(OC)n1. RXN SMILES: [CH3:1][O:2][c:3]1[cH:4][c:5]([C:11]2=[N:15][N:14]([CH:16]3[CH2:17][CH2:18][NH:19][CH2:20][CH2:21]3)[C:13](=[O:22])[C:12]2([CH3:23])[CH3:24])[cH:6][cH:7][c:8]1[O:9][CH3:10].[CH3:25][O:26][c:27]1[c:28]([C:29](=[O:30])[OH:31])[cH:32][cH:33][c:34]([O:36][CH3:37])[n:35]1>>[CH3:1][O:2][c:3]1[cH:4][c:5]([C:11]2=[N:15][N:14]([CH:16]3[CH2:17][CH2:18][N:19]([C:29]([c:28]4[c:27]([O:26][CH3:25])[n:35][c:34]([O:36][CH3:37])[cH:33][cH:32]4)=[O:30])[CH2:20][CH2:21]3)[C:13](=[O:22])[C:12]2([CH3:23])[CH3:24])[cH:6][cH:7][c:8]1[O:9][CH3:10]. The reactants are CC(C)(C)c1cc(C(=O)Cl)cc(C(C)(C)C)c1O, CO, Cc1ccccc1, CON1C(C)(C)CC(O)CC1(C)C, c1ccncc1. Product: CON1C(C)(C)CC(OC(=O)c2cc(C(C)(C)C)c(O)c(C(C)(C)C)c2)CC1(C)C. Reaction SMILES: [C:1]([CH3:2])([CH3:3])([CH3:4])[c:5]1[cH:6][c:7]([C:8](=[O:9])[Cl:10])[cH:11][c:12]([C:15]([CH3:16])([CH3:17])[CH3:18])[c:13]1[OH:14].[CH3:38][OH:39].[CH3:40][c:41]1[cH:42][cH:43][cH:44][cH:45][cH:46]1.[OH:19][CH:20]1[CH2:21][C:22]([CH3:30])([CH3:31])[N:23]([O:28][CH3:29])[C:24]([CH3:26])([CH3:27])[CH2:25]1.[cH:32]1[cH:33][cH:34][n:35][cH:36][cH:37]1>>[C:1]([CH3:2])([CH3:3])([CH3:4])[c:5]1[cH:6][c:7]([C:8](=[O:9])[O:19][CH:20]2[CH2:21][C:22]([CH3:30])([CH3:31])[N:23]([O:28][CH3:29])[C:24]([CH3:26])([CH3:27])[CH2:25]2)[cH:11][c:12]([C:15]([CH3:16])([CH3:17])[CH3:18])[c:13]1[OH:14]. Reactants: ClC1=CC(=C(C=C1)C1=NC=C(N=C1)I)C (2-(4-chloro-2-methylphenyl)-5-iodopyrazine), C[Si](C)(C)C#C (trimethylsilylacetylene). Run in CCOC(=O)C (EtOAc). The product is ClC1=CC(=C(C=C1)C1=NC=C(N=C1)C#C[Si](C)(C)C)C (2-(4-chloro-2-methylphenyl)-5-trimethylsilanylethynylpyrazine). RXN SMILES: [Cl:1][C:2]1[CH:7]=[CH:6][C:5]([C:8]2[CH:13]=[N:12][C:11](I)=[CH:10][N:9]=2)=[C:4]([CH3:15])[CH:3]=1.[CH3:16][Si:17]([C:20]#[CH:21])([CH3:19])[CH3:18]>CCOC(C)=O>[Cl:1][C:2]1[CH:7]=[CH:6][C:5]([C:8]2[CH:13]=[N:12][C:11]([C:21]#[C:20][Si:17]([CH3:19])([CH3:18])[CH3:16])=[CH:10][N:9]=2)=[C:4]([CH3:15])[CH:3]=1. Reported procedure: The product was prepared analogously to Example 48.1c from 1.70 g (5.14 mmol) of 2-(4-chloro-2-methylphenyl)-5-iodopyrazine and 0.80 mL (5.66 mmol) of trimethylsilylacetylene (using triethylamine as base). Yield: 700 mg (45% of theoretical); C16H17ClN2Si (M=300.858); calc.: molpeak (M+H)+:301/303 (Cl); found: molpeak (M+H)+:301/303 (Cl); Rf value: 0.5 (silica gel, PE/EtOAc 9:1). Reactants: BrCCCBr, O=C([O-])[O-], [Cs+], [Cs+], CN(C)C=O, CCOC(=O)CC1CCc2cc(O)ccc21. The product is CCOC(=O)CC1CCc2cc(OCCCBr)ccc21. RXN SMILES: [Br:17][CH2:18][CH2:19][CH2:20][Br:21].[C:22](=[O:23])([O-:24])[O-:25].[Cs+:26].[Cs+:27].[O:28]=[CH:29][N:30]([CH3:31])[CH3:32].[OH:1][c:2]1[cH:3][c:4]2[c:8]([cH:9][cH:10]1)[CH:7]([CH2:11][C:12](=[O:13])[O:14][CH2:15][CH3:16])[CH2:6][CH2:5]2>>[O:1]([c:2]1[cH:3][c:4]2[c:8]([cH:9][cH:10]1)[CH:7]([CH2:11][C:12](=[O:13])[O:14][CH2:15][CH3:16])[CH2:6][CH2:5]2)[CH2:20][CH2:19][CH2:18][Br:17]. Starting materials: O (water), CC1=C(C(=CC(=C1)OC1CN(C1)C(CC)=O)C)C1=CC(=CC=C1)COC1=CC2=C([C@@H](CO2)CC(=O)OC)C=C1 ((S)-methyl 2-(6-((2′,6′-dimethyl-4′-((1-propionylazetidin-3-yl)oxy)biphenyl-3-yl)methoxy)-2,3-dihydrobenzofuran-3-yl)acetate), Cl (hydrochloric acid), [OH-].[Li+] (lithium hydroxide). The solvent is CO (methanol). Reaction conditions: time 3 hour. The product is CC1=C(C(=CC(=C1)OC1CN(C1)C(CC)=O)C)C1=CC(=CC=C1)COC1=CC2=C([C@@H](CO2)CC(=O)O)C=C1 ((S)-2-(6-((2′,6′-dimethyl-4′-((1-propionylazetidin-3-yl)oxy)biphenyl-3-yl)methoxy)-2,3-dihydrobenzofuran-3-yl)acetic acid). Isolated yield 43.1%. As a reaction SMILES: [CH3:1][C:2]1[CH:7]=[C:6]([O:8][CH:9]2[CH2:12][N:11]([C:13](=[O:16])[CH2:14][CH3:15])[CH2:10]2)[CH:5]=[C:4]([CH3:17])[C:3]=1[C:18]1[CH:23]=[CH:22][CH:21]=[C:20]([CH2:24][O:25][C:26]2[CH:39]=[CH:38][C:29]3[C@H:30]([CH2:33][C:34]([O:36]C)=[O:35])[CH2:31][O:32][C:28]=3[CH:27]=2)[CH:19]=1.[OH-].[Li+].Cl.O>CO>[CH3:1][C:2]1[CH:7]=[C:6]([O:8][CH:9]2[CH2:12][N:11]([C:13](=[O:16])[CH2:14][CH3:15])[CH2:10]2)[CH:5]=[C:4]([CH3:17])[C:3]=1[C:18]1[CH:23]=[CH:22][CH:21]=[C:20]([CH2:24][O:25][C:26]2[CH:39]=[CH:38][C:29]3[C@H:30]([CH2:33][C:34]([OH:36])=[O:35])[CH2:31][O:32][C:28]=3[CH:27]=2)[CH:19]=1 |f:1.2|. Procedure details: The crude (S)-methyl 2-(6-((2′,6′-dimethyl-4′-((1-propionylazetidin-3-yl)oxy)biphenyl-3-yl)methoxy)-2,3-dihydrobenzofuran-3-yl)acetate 14d (45 mg, 0.09 mmol) was dissolved in 3 mL of methanol, followed by addition of 1M aqueous lithium hydroxide solution (0.5 mL, 0.50 mmol). The reaction solution was stirred for 3 hours. To the resulting solution, 1M hydrochloric acid was added dropwise to adjust the pH to 3, 3 mL of water were added, and then the solution was concentrated under reduced pressure... Starting materials: BrC(C(=O)C1=CC2=C(S1)C=CC=C2Cl)C (2-bromo-1-(4-chlorobenzo[b]thiophen-2-yl)propan-1-one), N1=C(NCCC1)S (3,4,5,6-tetrahydro-2-pyrimidinethiol), C(C)O (ethanol). The solvent is C(C)(=O)O (Acetic acid). Reaction conditions: temperature 95 celsius. Product: Br.ClC1=CC=CC=2SC(=CC21)C2=C(SC=1N2CCCN1)C (3-(4-chlorobenzo[b]thiophen-2-yl)-2-methyl-6,7-dihydro-5H-thiazolo[3,2-a]pyrimidine hydrobromide). Yield: 40.2%. RXN SMILES: [Br:1][CH:2]([CH3:15])[C:3]([C:5]1[S:9][C:8]2[CH:10]=[CH:11][CH:12]=[C:13]([Cl:14])[C:7]=2[CH:6]=1)=O.[N:16]1[CH2:21][CH2:20][CH2:19][NH:18][C:17]=1[SH:22].C(O)C>C(O)(=O)C>[BrH:1].[Cl:14][C:13]1[C:7]2[CH:6]=[C:5]([C:3]3[N:18]4[CH2:19][CH2:20][CH2:21][N:16]=[C:17]4[S:22][C:2]=3[CH3:15])[S:9][C:8]=2[CH:10]=[CH:11][CH:12]=1 |f:4.5|. Procedure details: A mixture of 2-bromo-1-(4-chlorobenzo[b]thiophen-2-yl)propan-1-one (0.5 g), 3,4,5,6-tetrahydro-2-pyrimidinethiol (0.144 g) and ethanol (8 ml) was heated under reflux for 20 minutes. Acetic acid (4 ml) was added, the mixture was heated under reflux for 18 hours then the solvents were removed in vacuo. 2.5M Sulphuric acid (10 ml) was added, the mixture was heated at 95° C. for 4.5 hours, then water (30 ml) was added and the mixture was basified to pH 7 by the addition of 5M aqueous sodium hydroxid... Starting materials: O=c1[nH]nc(OCCCSc2ccccc2)c(Cl)c1Cl, C1COCCO1, O, NCc1cccnc1. The product is O=c1[nH]nc(OCCCSc2ccccc2)c(NCc2cccnc2)c1Cl. Reaction SMILES: [Cl:1][c:2]1[c:3](=[O:20])[nH:4][n:5][c:6]([O:9][CH2:10][CH2:11][CH2:12][S:13][c:14]2[cH:15][cH:16][cH:17][cH:18][cH:19]2)[c:7]1[Cl:8].[O:29]1[CH2:30][CH2:31][O:32][CH2:33][CH2:34]1.[OH2:35].[cH:21]1[c:22]([CH2:27][NH2:28])[cH:23][cH:24][cH:25][n:26]1>>[Cl:1][c:2]1[c:3](=[O:20])[nH:4][n:5][c:6]([O:9][CH2:10][CH2:11][CH2:12][S:13][c:14]2[cH:15][cH:16][cH:17][cH:18][cH:19]2)[c:7]1[NH:28][CH2:27][c:22]1[cH:21][n:26][cH:25][cH:24][cH:23]1.